This data is from the Open Reaction Database (ORD), a public repository of structured organic reaction records. The task is: describe an organic reaction: reactants, conditions, products, and yield Starting materials: Cl (hydrochloric acid), C(C=C)Br (allyl bromide), C(C)(C)NC(C)C (diisopropylamine), C(CCC)[Li] (n-butyllithium), solution, COC(CCNC(=O)OC(C)(C)C)=O (N-(t-butyloxycarbonyl)-β-alanine methyl ester). Procedure: Dissolve diisopropylamine (5.6 mL, 40 mmol) in anhydrous tetrahydrofuran, cool to -78° C. and place under nitrogen atmosphere. Treat with n-butyllithium (25 mL of a 1.6M solution in hexane, 40 mmol). Stir for 30 minutes and add, by dropwise addition, a solution of N-(t-butyloxycarbonyl)-β-alanine methyl ester (4.06 g, 20 mmol) in tetrahydrofuran (25 mL) over 20 minutes. Stir for an additional 30 minutes. Add allyl bromide (1.72 mL, 20 mmol) and allow the mixture to warm to room temperature with ... The yield is 103.0%. Solvent: O1CCCC1 (tetrahydrofuran), CCCCCC (hexane), O1CCCC1 (tetrahydrofuran). RXN SMILES: [CH:1](NC(C)C)([CH3:3])[CH3:2].C([Li])CCC.[CH3:13][O:14][C:15](=[O:26])[CH2:16][CH2:17][NH:18][C:19]([O:21][C:22]([CH3:25])([CH3:24])[CH3:23])=[O:20].C(Br)C=C.Cl>O1CCCC1.CCCCCC>[C:22]([O:21][C:19]([NH:18][CH2:17][CH:16]([CH2:3][CH:1]=[CH2:2])[C:15]([O:14][CH3:13])=[O:26])=[O:20])([CH3:23])([CH3:25])[CH3:24]. The product is C(C)(C)(C)OC(=O)NCC(C(=O)OC)CC=C (N-(t-Butyloxycarbonyl)-2-(2-propenyl)-β-alanine, methyl ester). Run at temperature -78 celsius, time 30 minute. Reactants: [BH4-].[Na+] (NaBH4), FC1=C(C=CC=C1)C(CCCCCCN1CCC(CC1)C=1C=C(C=CC1)NC(C(C)C)=O)=O (N-(3-{1-[7-(2-fluorophenyl)-7-oxoheptyl]-4-piperidinyl}phenyl)-2-methylpropanamide), CO (methanol), [BH4-].[Na+] (NaBH4). Run in CCOC(=O)C.CO (EtOAc MeOH). Reaction conditions: temperature 25 celsius, time 2 hour. Yields the product FC1=C(C=CC=C1)C(CCCCCCN1CCC(CC1)C=1C=C(C=CC1)NC(C(C)C)=O)O (N-(3-{1-[7-(2-FLUOROPHENYL)-7-HYDROXYHEPTYL]-4-PIPERIDINYL}PHENYL)-2-METHYLPROPANAMIDE). Yield: 90.0%. As a reaction SMILES: [F:1][C:2]1[CH:7]=[CH:6][CH:5]=[CH:4][C:3]=1[C:8](=[O:33])[CH2:9][CH2:10][CH2:11][CH2:12][CH2:13][CH2:14][N:15]1[CH2:20][CH2:19][CH:18]([C:21]2[CH:22]=[C:23]([NH:27][C:28](=[O:32])[CH:29]([CH3:31])[CH3:30])[CH:24]=[CH:25][CH:26]=2)[CH2:17][CH2:16]1.CO.[BH4-].[Na+]>CCOC(C)=O.CO>[F:1][C:2]1[CH:7]=[CH:6][CH:5]=[CH:4][C:3]=1[CH:8]([OH:33])[CH2:9][CH2:10][CH2:11][CH2:12][CH2:13][CH2:14][N:15]1[CH2:20][CH2:19][CH:18]([C:21]2[CH:22]=[C:23]([NH:27][C:28](=[O:32])[CH:29]([CH3:30])[CH3:31])[CH:24]=[CH:25][CH:26]=2)[CH2:17][CH2:16]1 |f:2.3,4.5|. Reported procedure: To a 50-mL round-bottomed flask charged with N-(3-{1-[7-(2-fluorophenyl)-7-oxoheptyl]-4-piperidinyl}phenyl)-2-methylpropanamide (5.0 mmol) and methanol (20 mL) was added NaBH4 (7.5 mmol) at 0° C. in an ice-bath. The reaction mixture was warmed to 25° C. and stirred for 2 h. The reaction was monitored by TLC (EtOAc:MeOH 95:5). If necessary, another 5.0 mmol of NaBH4 was added to the reaction mixture and the reaction mixture was refluxed for 1 h. The reaction was quenched with water (5.0 mL) and d... Reactants: CC(C)[C@@H](C(=O)OC1=CC=C(C=C1)[N+](=O)[O-])NC(=O)OCC2=CC=CC=C2 (Z-Val-ONP), NCC(=O)N[C@@H](C)C(=O)N1[C@H](C(=O)OC(C)(C)C)CCC1 (H-Gly-Ala-Pro-OtBu). Solvent: C(C)(=O)OCC (ethyl acetate). Yields the product N([C@@H](C(C)C)C(=O)NCC(=O)N[C@@H](C)C(=O)N1[C@H](C(=O)OC(C)(C)C)CCC1)C(=O)OCC1=CC=CC=C1 (Z-Val-Gly-Ala-Pro-OtBu). Reaction SMILES: [CH3:1][CH:2]([C@H:4]([NH:17][C:18]([O:20][CH2:21][C:22]1[CH:27]=[CH:26][CH:25]=[CH:24][CH:23]=1)=[O:19])[C:5]([O:7]C1C=CC([N+]([O-])=O)=CC=1)=O)[CH3:3].[NH2:28][CH2:29][C:30]([NH:32][C@H:33]([C:35]([N:37]1[CH2:48][CH2:47][CH2:46][C@H:38]1[C:39]([O:41][C:42]([CH3:45])([CH3:44])[CH3:43])=[O:40])=[O:36])[CH3:34])=[O:31]>C(OCC)(=O)C>[NH:17]([C:18]([O:20][CH2:21][C:22]1[CH:23]=[CH:24][CH:25]=[CH:26][CH:27]=1)=[O:19])[C@H:4]([C:5]([NH:28][CH2:29][C:30]([NH:32][C@H:33]([C:35]([N:37]1[CH2:48][CH2:47][CH2:46][C@H:38]1[C:39]([O:41][C:42]([CH3:43])([CH3:44])[CH3:45])=[O:40])=[O:36])[CH3:34])=[O:31])=[O:7])[CH:2]([CH3:1])[CH3:3]. Procedure: 3.73 g of Z-Val-ONP and 2.99 g of H-Gly-Ala-Pro-OtBu in 12 ml of ethyl acetate are stirred for one hour at 0° C. and 20 hours at room temperature. After dilution with ethyl acetate the mixture is washed with 50% saturated potassium carbonate solution and water, dried over sodium sulphate and evaporated at 30° C. in a waterpump vacuum. The oil is crystallised from methanol-water. Melting point 73°-75° C. In a thin layer chromatogram on silica gel Rf = 0.42 in the system toluene-acetone (1:1) and ... Reactants: CCN(C(C)C)C(C)C (DIEA), C(C)(C)(C)OC(C=C)=O (acrylic acid tert-butyl ester), C(C1=CC=CC=C1)C=1C=CC2=C(C=C(O2)C=2C=C3CCNCC3=CC2)C1 (6-(5-benzylbenzofuran-2-yl)-1,2,3,4-tetrahydroisoquinoline). The solvent is CO (methanol). Run at time 30 minute. Product: C(C1=CC=CC=C1)C=1C=CC2=C(C=C(O2)C=2C=C3CCN(CC3=CC2)CCC(=O)OC(C)(C)C)C1 (Tert-butyl 3-(6-(5-benzylbenzofuran-2-yl)-3,4-dihydroisoquinolin-2(1H)-yl)propanoate). Reaction SMILES: [CH2:1]([C:8]1[CH:9]=[CH:10][C:11]2[O:15][C:14]([C:16]3[CH:17]=[C:18]4[C:23](=[CH:24][CH:25]=3)[CH2:22][NH:21][CH2:20][CH2:19]4)=[CH:13][C:12]=2[CH:26]=1)[C:2]1[CH:7]=[CH:6][CH:5]=[CH:4][CH:3]=1.CCN(C(C)C)C(C)C.[C:36]([O:40][C:41](=[O:44])[CH:42]=[CH2:43])([CH3:39])([CH3:38])[CH3:37]>CO>[CH2:1]([C:8]1[CH:9]=[CH:10][C:11]2[O:15][C:14]([C:16]3[CH:17]=[C:18]4[C:23](=[CH:24][CH:25]=3)[CH2:22][N:21]([CH2:43][CH2:42][C:41]([O:40][C:36]([CH3:39])([CH3:38])[CH3:37])=[O:44])[CH2:20][CH2:19]4)=[CH:13][C:12]=2[CH:26]=1)[C:2]1[CH:3]=[CH:4][CH:5]=[CH:6][CH:7]=1. Procedure: 6-(5-benzylbenzofuran-2-yl)-1,2,3,4-tetrahydroisoquinoline (67 mg, 0.2 mmol) was dissolved in methanol (2 mL). DIEA (0.35 mL) and acrylic acid tert-butyl ester (51 mg, 0.4 mmol) were added. The mixture was headed to 90° C. for 30 minutes using microwave irradiation. All the solvents was evaporated and the crude product of tert-butyl 3-(6-(5-benzylbenzofuran-2-yl)-3,4-dihydroisoquinolin-2(1H)-yl)propanoate was used in the next step without further purification. MS (ESI) m/z: Calculated: 467.25; O... Reactants: C1(=CC=CC=C1)CC(=O)N[C@@H](C)C(=O)O (N-(phenylacetyl)-L-alanine), solid, Cl.COC(CN)=O (glycine methyl ester hydrochloride). The solvent is EtOAc hexanes. Product: COC(CNC([C@@H](NC(CC1=CC=CC=C1)=O)C)=O)=O (N-[N-(Phenylacetyl)-L-alaninyl]glycine Methyl Ester). Reaction SMILES: [C:1]1([CH2:7][C:8]([NH:10][C@H:11]([C:13]([OH:15])=O)[CH3:12])=[O:9])[CH:6]=[CH:5][CH:4]=[CH:3][CH:2]=1.Cl.[CH3:17][O:18][C:19](=[O:22])[CH2:20][NH2:21]>>[CH3:17][O:18][C:19](=[O:22])[CH2:20][NH:21][C:13](=[O:15])[C@H:11]([CH3:12])[NH:10][C:8](=[O:9])[CH2:7][C:1]1[CH:2]=[CH:3][CH:4]=[CH:5][CH:6]=1 |f:1.2|. Reported procedure: Following General Procedure A and using N-(phenylacetyl)-L-alanine (from Example B1 above) and glycine methyl ester hydrochloride (Aldrich), the title compound was prepared as a solid (mp=152-153.5° C.). The reaction was monitored by tlc (Rf=0.10 in 50% EtOAc/hexanes). The reactants are CCO, O=[N+]([O-])c1ccc(-n2cncn2)cc1F. Product: Nc1ccc(-n2cncn2)cc1F. RXN SMILES: [CH3:16][CH2:17][OH:18].[F:1][c:2]1[cH:3][c:4](-[n:11]2[n:12][cH:13][n:14][cH:15]2)[cH:5][cH:6][c:7]1[N+:8]([O-:9])=[O:10]>>[F:1][c:2]1[cH:3][c:4](-[n:11]2[n:12][cH:13][n:14][cH:15]2)[cH:5][cH:6][c:7]1[NH2:8]. The reactants are C(=O)C1CCOCC1 (4-formyltetrahydropyran), ClC1=CC=C(C=C1)C1=NC=C(C(=N1)C=1C(CCC1OC)=O)C (2-[2-(4-Chloro-phenyl)-5-methyl-pyrimidin-4-yl]-3-methoxy-cyclopent-2-enone), C(C)(C)[N-]C(C)C.[Li+] (lithium diisopropylamide), solution. The solvent is O1CCCC1 (tetrahydrofuran), CCCCCC.O1CCCC1.C(C)C1=CC=CC=C1 (hexane tetrahydrofuran ethylbenzene). Run at time 2.5 hour. Product: ClC1=CC=C(C=C1)C1=NC=C(C(=N1)C=1C(C(CC1OC)C(C1CCOCC1)O)=O)C (2-[2(4-Chloro-phenyl)-5-methyl-pyrimidin-4-yl]-5-[hydroxy-(tetrahydro-pyran-4-yl)-methyl]-3-methoxy-cyclopent-2-enone). The yield is 54.5%. RXN SMILES: [Cl:1][C:2]1[CH:7]=[CH:6][C:5]([C:8]2[N:13]=[C:12]([C:14]3[C:15](=[O:21])[CH2:16][CH2:17][C:18]=3[O:19][CH3:20])[C:11]([CH3:22])=[CH:10][N:9]=2)=[CH:4][CH:3]=1.C([N-]C(C)C)(C)C.[Li+].[CH:31]([CH:33]1[CH2:38][CH2:37][O:36][CH2:35][CH2:34]1)=[O:32]>O1CCCC1.CCCCCC.O1CCCC1.C(C1C=CC=CC=1)C>[Cl:1][C:2]1[CH:7]=[CH:6][C:5]([C:8]2[N:13]=[C:12]([C:14]3[C:15](=[O:21])[CH:16]([CH:31]([OH:32])[CH:33]4[CH2:38][CH2:37][O:36][CH2:35][CH2:34]4)[CH2:17][C:18]=3[O:19][CH3:20])[C:11]([CH3:22])=[CH:10][N:9]=2)=[CH:4][CH:3]=1 |f:1.2,5.6.7|. Procedure: A solution of 2-[2-(4-Chloro-phenyl)-5-methyl-pyrimidin-4-yl]-3-methoxy-cyclopent-2-enone (69.5 mg, 0.22 mmol) in anhydrous tetrahydrofuran (3 ml), under nitrogen, was cooled to −78° C. and stirred for 10 minutes before the drop wise addition of lithium diisopropylamide (as a 2.0M solution in hexane/tetrahydrofuran/ethylbenzene) (0.14 ml, 0.28 mmol). The resulting brown solution was stirred at −78° C. for a further 45 minutes before the drop wise addition of 4-formyltetrahydropyran (34 mg, 0.30 ... Reactants: FC=1C=C(C=CC1F)C1=C(N(C(C2=CC=CC=C12)=O)C)C(C#N)O[Si](C)(C)C ([4-(3,4-Difluoro-phenyl)-2-methyl-1-oxo-1,2-dihydro-isoquinolin-3-y]-trimethylsilanyloxy-acetonitrile), OS(=O)(=O)O (H2SO4), CO (methanol), resultant mixture. The product is COC(C(O)C=1N(C(C2=CC=CC=C2C1C1=CC(=C(C=C1)F)F)=O)C)=O ([4-(3,4-Difluoro-phenyl)-2-methyl-1-oxo-1,2-dihydro-isoquinolin-3-yl]-hydroxy-acetic acid methyl ester). The yield is 79.0%. Reaction SMILES: [OH:1]S(O)(=O)=O.[F:6][C:7]1[CH:8]=[C:9]([C:14]2[C:23]3[C:18](=[CH:19][CH:20]=[CH:21][CH:22]=3)[C:17](=[O:24])[N:16]([CH3:25])[C:15]=2[CH:26]([O:29][Si](C)(C)C)[C:27]#N)[CH:10]=[CH:11][C:12]=1[F:13].[CH3:34][OH:35]>>[CH3:34][O:35][C:27](=[O:1])[CH:26]([C:15]1[N:16]([CH3:25])[C:17](=[O:24])[C:18]2[C:23]([C:14]=1[C:9]1[CH:10]=[CH:11][C:12]([F:13])=[C:7]([F:6])[CH:8]=1)=[CH:22][CH:21]=[CH:20][CH:19]=2)[OH:29]. Reported procedure: To a mixture of conc. H2SO4 (2.5 ml) and methanol (7.5 ml) was added [4-(3,4-Difluoro-phenyl)-2-methyl-1-oxo-1,2-dihydro-isoquinolin-3-y]-trimethylsilanyloxy-acetonitrile (580 mg, 1.45 mmol), after addition, the resultant mixture was stirred at reflux overnight under N2. TLC showed SM was consumed, diluted with EA, adjusted with saturated NaHCO3 to pH=8˜9, extracted with EA, the organic layers was dried over Na2SO4 and concentrated to dryness to afford crude product. (m=430 mg, yield=79%). LCMS:...